This data is from the Open Reaction Database (ORD), a public repository of structured organic reaction records. The task is: describe an organic reaction: reactants, conditions, products, and yield The product is CC(C)Oc1ccc(-c2noc(-c3ccc(S(=O)(=O)NCC(=O)O)cc3)n2)cc1Cl. Reaction SMILES: [Cl:42][CH2:43][Cl:44].[Cl:8][c:9]1[cH:10][c:11](-[c:19]2[n:20][o:21][c:22](-[c:24]3[cH:25][cH:26][c:27]([S:30](=[O:31])(=[O:32])[NH:33][CH2:34][C:35](=[O:36])[O:37][C:38]([CH3:39])([CH3:40])[CH3:41])[cH:28][cH:29]3)[n:23]2)[cH:12][cH:13][c:14]1[O:15][CH:16]([CH3:17])[CH3:18].[F:1][C:2]([F:3])([F:4])[C:5]([OH:6])=[O:7]>>[Cl:8][c:9]1[cH:10][c:11](-[c:19]2[n:20][o:21][c:22](-[c:24]3[cH:25][cH:26][c:27]([S:30](=[O:31])(=[O:32])[NH:33][CH2:34][C:35](=[O:36])[OH:37])[cH:28][cH:29]3)[n:23]2)[cH:12][cH:13][c:14]1[O:15][CH:16]([CH3:17])[CH3:18]. The reactants are ClCCl, CC(C)Oc1ccc(-c2noc(-c3ccc(S(=O)(=O)NCC(=O)OC(C)(C)C)cc3)n2)cc1Cl, O=C(O)C(F)(F)F. Starting materials: CC(=O)O[BH-](OC(C)=O)OC(C)=O, O=Cc1ccccc1, ClCCl, Cl, N#Cc1ccc(OC2CCNCC2)cc1, [Na+]. Yields the product N#Cc1ccc(OC2CCN(Cc3ccccc3)CC2)cc1. Reaction SMILES: [C:25]([O:26][BH-:27]([O:28][C:29](=[O:30])[CH3:31])[O:32][C:33](=[O:34])[CH3:35])(=[O:36])[CH3:37].[CH:17](=[O:18])[c:19]1[cH:20][cH:21][cH:22][cH:23][cH:24]1.[Cl:39][CH2:40][Cl:41].[ClH:1].[NH:2]1[CH2:3][CH2:4][CH:5]([O:8][c:9]2[cH:10][cH:11][c:12]([C:13]#[N:14])[cH:15][cH:16]2)[CH2:6][CH2:7]1.[Na+:38]>>[N:2]1([CH2:17][c:19]2[cH:20][cH:21][cH:22][cH:23][cH:24]2)[CH2:3][CH2:4][CH:5]([O:8][c:9]2[cH:10][cH:11][c:12]([C:13]#[N:14])[cH:15][cH:16]2)[CH2:6][CH2:7]1. RXN SMILES: [F:1][C@:2]12[C@@H:19]([OH:20])[CH2:18][C@@:16]3([CH3:17])[C@@H:12]([CH2:13][CH:14]=[C:15]3[S:21][CH3:22])[C@@H:11]1[CH2:10][CH2:9][C:8]1[C@:3]2([CH3:24])[CH:4]=[CH:5][C:6](=[O:23])[CH:7]=1.ClC1C=CC=C(C(OO)=[O:33])C=1>C(Cl)(Cl)Cl>[F:1][C@:2]12[C@@H:19]([OH:20])[CH2:18][C@@:16]3([CH3:17])[C@@H:12]([CH2:13][CH:14]=[C:15]3[S:21]([CH3:22])=[O:33])[C@@H:11]1[CH2:10][CH2:9][C:8]1[C@:3]2([CH3:24])[CH:4]=[CH:5][C:6](=[O:23])[CH:7]=1. Procedure: To a stirred solution of 1.0 g of 9-fluoro-11β-hydroxy-17-(methylthio)androsta-1,4,16-trien-3-one (see Example 1B) in chloroform (500 ml) is added a solution of 85% m-chloroperbenzoic acid (552 mg) in chloroform (10 ml) in the course of 3.0 minutes. In less than 10 minutes, the peracid and the starting steroid disappear. The solution is then washed with a dilute potassium carbonate solution and water, dried, concentrated (to about 10 ml) and diluted with ethyl acetate resulting in the precipitat... Yields the product F[C@@]12[C@]3(C=CC(C=C3CC[C@H]1[C@@H]1CC=C([C@@]1(C)C[C@@H]2O)S(=O)C)=O)C (9-Fluoro-11β-hydroxy-17-(methylsulfinyl)androsta-1,4,16-trien-3-one). The solvent is C(Cl)(Cl)Cl (chloroform), C(Cl)(Cl)Cl (chloroform). The reactants are F[C@@]12[C@]3(C=CC(C=C3CC[C@H]1[C@@H]1CC=C([C@@]1(C)C[C@@H]2O)SC)=O)C (9-fluoro-11β-hydroxy-17-(methylthio)androsta-1,4,16-trien-3-one), ClC1=CC(=CC=C1)C(=O)OO (m-chloroperbenzoic acid), steroid, peracid. The reactants are [OH-].[K+] (potassium hydroxide), CC(CC)NC(=O)C=1C=C(C2=C(SC=C2)C1)C1=CC=CC=C1 (N-(1-methylpropyl)-4-phenylbenzo[b]thiophene-6-carboxamide), CI (methyl iodide). Solvent: CS(=O)C (dimethyl sulfoxide). Yields the product CN(C(=O)C=1C=C(C2=C(SC=C2)C1)C1=CC=CC=C1)C(CC)C (N-methyl-N-(1-methylpropyl)-4-phenylbenzo[b]thiophene-6-carboxamide). Reaction SMILES: [OH-].[K+].[CH3:3][CH:4]([NH:7][C:8]([C:10]1[CH:11]=[C:12]([C:19]2[CH:24]=[CH:23][CH:22]=[CH:21][CH:20]=2)[C:13]2[CH:17]=[CH:16][S:15][C:14]=2[CH:18]=1)=[O:9])[CH2:5][CH3:6].[CH3:25]I>CS(C)=O>[CH3:25][N:7]([CH:4]([CH3:3])[CH2:5][CH3:6])[C:8]([C:10]1[CH:11]=[C:12]([C:19]2[CH:20]=[CH:21][CH:22]=[CH:23][CH:24]=2)[C:13]2[CH:17]=[CH:16][S:15][C:14]=2[CH:18]=1)=[O:9] |f:0.1|. Procedure: The reaction is carried out as in Example 2, starting with dimethyl sulfoxide (24 cc), potassium hydroxide powder (3.6 g), N-(1-methylpropyl)-4-phenylbenzo[b]thiophene-6-carboxamide (4 g) and methyl iodide (1.6 cc). After chromatography of the residue over silica gel using a cyclohexane:ethyl acetate (50:50 by volume) mixture as the eluent and recrystallization in isopropyl ether, N-methyl-N-(1-methylpropyl)-4-phenylbenzo[b]thiophene-6-carboxamide (1.2 g), m.p. 84° C., is isolated.